Dataset: the Open Reaction Database (ORD), a public repository of structured organic reaction records. Task: describe an organic reaction: reactants, conditions, products, and yield Reactants: O=C1c2ccccc2C(=O)N1CC(COCc1ccccc1)OS(=O)(=O)C(F)(F)F, CN(C)C=O, [N-]=[N+]=[N-], [N-]=[N+]=[N-], [Na+]. The product is [N-]=[N+]=NC(COCc1ccccc1)CN1C(=O)c2ccccc2C1=O. Reaction SMILES: [CH2:1]([c:2]1[cH:3][cH:4][cH:5][cH:6][cH:7]1)[O:8][CH2:9][CH:10]([CH2:11][N:12]1[C:13](=[O:22])[c:14]2[c:15]([cH:18][cH:19][cH:20][cH:21]2)[C:16]1=[O:17])[O:23][S:24]([C:25]([F:26])([F:27])[F:28])(=[O:29])=[O:30].[CH3:38][N:39]([CH3:40])[CH:41]=[O:42].[N-:32]=[N+:33]=[N-:34].[N-:35]=[N+:36]=[N-:37].[Na+:31]>>[CH2:1]([c:2]1[cH:3][cH:4][cH:5][cH:6][cH:7]1)[O:8][CH2:9][CH:10]([CH2:11][N:12]1[C:13](=[O:22])[c:14]2[c:15]([cH:18][cH:19][cH:20][cH:21]2)[C:16]1=[O:17])[N:32]=[N+:33]=[N-:34]. Starting materials: BrC=1C=C(C=2C3=C(N(C2C1)C)CC1CCC3N1)C(=O)OC(C)(C)C (tert-butyl 3-bromo-5-methyl-5,6,7,8,9,10-hexahydro-7,10-epiminocyclohepta[b]indole-carboxylate), [Na+].C1(=CC=CC=C1)S(=O)[O-] (benzene sulfinic acid sodium salt). Yields the product C1(=CC=CC=C1)S(=O)(=O)C=1C=C(C=2C3=C(N(C2C1)C)CC1CCC3N1)C(=O)OC(C)(C)C (tert-butyl 3-phenylsulfonyl-5-methyl-5,6,7,8,9,10-hexahydro-7,10-epiminocyclohepta[b]indole-carboxylate). Yield: 35.0%. RXN SMILES: Br[C:2]1[CH:3]=[C:4]([C:18]([O:20][C:21]([CH3:24])([CH3:23])[CH3:22])=[O:19])[C:5]2[C:6]3[CH:16]4[NH:17][CH:13]([CH2:14][CH2:15]4)[CH2:12][C:7]=3[N:8]([CH3:11])[C:9]=2[CH:10]=1.[Na+].[C:26]1([S:32]([O-:34])=[O:33])[CH:31]=[CH:30][CH:29]=[CH:28][CH:27]=1>>[C:26]1([S:32]([C:2]2[CH:3]=[C:4]([C:18]([O:20][C:21]([CH3:24])([CH3:23])[CH3:22])=[O:19])[C:5]3[C:6]4[CH:16]5[NH:17][CH:13]([CH2:14][CH2:15]5)[CH2:12][C:7]=4[N:8]([CH3:11])[C:9]=3[CH:10]=2)(=[O:34])=[O:33])[CH:31]=[CH:30][CH:29]=[CH:28][CH:27]=1 |f:1.2|. Reported procedure: Prepared from the product of step B and benzene sulfinic acid sodium salt according to the procedure of Example 27, step C. Purification by flash column chromatography (silica gel, hexanes/EtOAc, 100:0 to 50:50) provided tert-butyl 3-phenylsulfonyl-5-methyl-5,6,7,8,9,10-hexahydro-7,10-epiminocyclohepta[b]indole-carboxylate (53 mg, 35%) as a white solid: 1H NMR (300 MHz, CDCl3) δ 7.95 (m, 3H), 7.52 (m, 5H), 5.21 (m, 1H), 4.68 (m, 1H), 3.67 (s, 3H), 3.39 (m, 1H), 2.53 (d, J=17.0 Hz, 1H), 2.32 (m, ... The reactants are ClC1=C(C=C2C(C(=CN(C2=N1)C1=C(C(=C(C=C1)F)F)F)C(=O)O)=O)F (7-chloro-6-fluoro-1,4-dihydro-4-oxo-1-(2,3,4-trifluorophenyl)-1,8-naphthyridine-3-carboxylic acid), [N+](=O)([O-])[O-].[K+] (Potassium nitrate), ice water. The solvent is S(O)(O)(=O)=O (sulfuric acid). Conditions: time 2 day. Yields the product ClC1=C(C=C2C(C(=CN(C2=N1)C1=C(C(=C(C(=C1)[N+](=O)[O-])F)F)F)C(=O)O)=O)F (7-chloro-6-fluoro-1,4-dihydro-4-oxo-1-(2,3,4-trifluoro-5-nitrophenyl)-1,8-naphthyridine-3-carboxylic acid). Yield: 86.2%. RXN SMILES: [Cl:1][C:2]1[N:11]=[C:10]2[C:5]([C:6](=[O:24])[C:7]([C:21]([OH:23])=[O:22])=[CH:8][N:9]2[C:12]2[CH:17]=[CH:16][C:15]([F:18])=[C:14]([F:19])[C:13]=2[F:20])=[CH:4][C:3]=1[F:25].[N+:26]([O-])([O-:28])=[O:27].[K+]>S(=O)(=O)(O)O>[Cl:1][C:2]1[N:11]=[C:10]2[C:5]([C:6](=[O:24])[C:7]([C:21]([OH:23])=[O:22])=[CH:8][N:9]2[C:12]2[CH:17]=[C:16]([N+:26]([O-:28])=[O:27])[C:15]([F:18])=[C:14]([F:19])[C:13]=2[F:20])=[CH:4][C:3]=1[F:25] |f:1.2|. Procedure: To 10 ml of conc. sulfuric acid was added 890 mg of 7-chloro-6-fluoro-1,4-dihydro-4-oxo-1-(2,3,4-trifluorophenyl)-1,8-naphthyridine-3-carboxylic acid. Potassium nitrate (730 mg) was added in portions to the solution, which was stirred at room temperature for 2 days. The reaction solution was allowed to cool, poured into ice water, and stirred overnight. The precipitated solid was collected by filtration, washed with water, ethanol and diethyl ether to give 860 mg of the title compound. Reactants: C(C)(C)(C)[Si](C)(C)OC1=CC(=C(C=C1)B1OC(C(O1)(C)C)(C)C)OC (tert-butyl(3-methoxy-4-(4,4,5,5-tetramethyl-1,3,2-dioxaborolan-2-yl)phenoxy)dimethylsilane), ClC=1N=NC(=CC1)CC1CC(NC(C1)(C)C)(C)C (3-chloro-6-((2,2,6,6-tetramethylpiperidin-4-yl)methyl)pyridazine). The product is COC=1C=C(C=CC1C=1N=NC(=CC1)CC1CC(NC(C1)(C)C)(C)C)O (3-methoxy-4-(6-((2,2,6,6-tetramethylpiperidin-4-yl)methyl)pyridazin-3-yl)phenol). Isolated yield 61.9%. RXN SMILES: C([Si]([O:8][C:9]1[CH:14]=[CH:13][C:12](B2OC(C)(C)C(C)(C)O2)=[C:11]([O:24][CH3:25])[CH:10]=1)(C)C)(C)(C)C.Cl[C:27]1[N:28]=[N:29][C:30]([CH2:33][CH:34]2[CH2:39][C:38]([CH3:41])([CH3:40])[NH:37][C:36]([CH3:43])([CH3:42])[CH2:35]2)=[CH:31][CH:32]=1>>[CH3:25][O:24][C:11]1[CH:10]=[C:9]([OH:8])[CH:14]=[CH:13][C:12]=1[C:27]1[N:28]=[N:29][C:30]([CH2:33][CH:34]2[CH2:35][C:36]([CH3:43])([CH3:42])[NH:37][C:38]([CH3:41])([CH3:40])[CH2:39]2)=[CH:31][CH:32]=1. Procedure details: Following standard GENERAL METHOD 1-4 for Suzuki coupling using tert-butyl(3-methoxy-4-(4,4,5,5-tetramethyl-1,3,2-dioxaborolan-2-yl)phenoxy)dimethylsilane (408 mg, 1.12 mmol) and 3-chloro-6-((2,2,6,6-tetramethylpiperidin-4-yl)methyl)pyridazine (200 mg, 0.75 mmol) affords 3-methoxy-4-(6-((2,2,6,6-tetramethylpiperidin-4-yl)methyl)pyridazin-3-yl)phenol (165 mg) MS [M+H+]=356.1.